describe an organic reaction: reactants, conditions, products, and yield From a dataset of the Open Reaction Database (ORD), a public repository of structured organic reaction records. The reactants are CCOC(=O)CC(Cc1ccc(-c2ccccc2)cc1)NC(=O)OC(C)(C)C, ClCCl, O=C(O)C(F)(F)F, O=C1CCC(=O)O1. The product is CCOC(=O)CC(Cc1ccc(-c2ccccc2)cc1)NC(=O)CCC(=O)O. RXN SMILES: [CH2:1]([CH3:2])[O:3][C:4]([CH2:5][CH:6]([CH2:7][c:8]1[cH:9][cH:10][c:11](-[c:14]2[cH:15][cH:16][cH:17][cH:18][cH:19]2)[cH:12][cH:13]1)[NH:20][C:21](=[O:22])[O:23][C:24]([CH3:25])([CH3:26])[CH3:27])=[O:28].[Cl:43][CH2:44][Cl:45].[F:29][C:30]([F:31])([F:32])[C:33]([OH:34])=[O:35].[O:36]=[C:37]1[CH2:38][CH2:39][C:40](=[O:41])[O:42]1>>[CH2:1]([CH3:2])[O:3][C:4]([CH2:5][CH:6]([CH2:7][c:8]1[cH:9][cH:10][c:11](-[c:14]2[cH:15][cH:16][cH:17][cH:18][cH:19]2)[cH:12][cH:13]1)[NH:20][C:21](=[O:22])[CH2:39][CH2:38][C:37](=[O:36])[OH:42])=[O:28].